From a dataset of the Open Reaction Database (ORD), a public repository of structured organic reaction records. describe an organic reaction: reactants, conditions, products, and yield The reactants are BrC=1C=C(C(=C(C1)N(C1CCN(CC1)C(=O)OC(C)(C)C)C)C)C(NCC=1C(NC(=CC1C)C)=O)=O (tert-butyl 4-((5-bromo-3-(((4,6-dimethyl-2-oxo-1,2-dihydropyridin-3-yl)methyl)carbamoyl)-2-methylphenyl)(methyl)amino)piperidin-1-carboxylate), CN(CC1=CC=C(C=C1)B1OC(C(O1)(C)C)(C)C)C (N,N-dimethyl-1-(4-(4,4,5,5-tetramethyl-1,3,2-dioxaborolan-2-yl)phenyl)methanamine), C(=O)([O-])[O-].[Na+].[Na+] (Na2CO3). Reaction conditions: temperature 100 celsius. The reagents and catalysts are C=1C=CC(=CC1)[P](C=2C=CC=CC2)(C=3C=CC=CC3)[Pd]([P](C=4C=CC=CC4)(C=5C=CC=CC5)C=6C=CC=CC6)([P](C=7C=CC=CC7)(C=8C=CC=CC8)C=9C=CC=CC9)[P](C=1C=CC=CC1)(C=1C=CC=CC1)C=1C=CC=CC1 (Pd(PPh3)4). Yields the product CC1=C(C(NC(=C1)C)=O)CNC(=O)C=1C(=C(C=C(C1)C1=CC=C(C=C1)CN(C)C)N(C1CCN(CC1)C(=O)OC(C)(C)C)C)C (tert-butyl 4-((5-(((4,6-dimethyl-2-oxo-1,2-dihydropyridin-3-yl)methyl)carbamoyl)-4′-((dimethylamino)methyl)-4-methyl-[1,1′-biphenyl]-3-yl)(methyl)amino)piperidine-1-carboxylate). Solvent: O1CCOCC1.O (dioxane water). RXN SMILES: Br[C:2]1[CH:3]=[C:4]([C:24](=[O:36])[NH:25][CH2:26][C:27]2[C:28](=[O:35])[NH:29][C:30]([CH3:34])=[CH:31][C:32]=2[CH3:33])[C:5]([CH3:23])=[C:6]([N:8]([CH3:22])[CH:9]2[CH2:14][CH2:13][N:12]([C:15]([O:17][C:18]([CH3:21])([CH3:20])[CH3:19])=[O:16])[CH2:11][CH2:10]2)[CH:7]=1.[CH3:37][N:38]([CH3:55])[CH2:39][C:40]1[CH:45]=[CH:44][C:43](B2OC(C)(C)C(C)(C)O2)=[CH:42][CH:41]=1.C([O-])([O-])=O.[Na+].[Na+]>O1CCOCC1.O.C1C=CC([P]([Pd]([P](C2C=CC=CC=2)(C2C=CC=CC=2)C2C=CC=CC=2)([P](C2C=CC=CC=2)(C2C=CC=CC=2)C2C=CC=CC=2)[P](C2C=CC=CC=2)(C2C=CC=CC=2)C2C=CC=CC=2)(C2C=CC=CC=2)C2C=CC=CC=2)=CC=1>[CH3:33][C:32]1[CH:31]=[C:30]([CH3:34])[NH:29][C:28](=[O:35])[C:27]=1[CH2:26][NH:25][C:24]([C:4]1[C:5]([CH3:23])=[C:6]([N:8]([CH3:22])[CH:9]2[CH2:10][CH2:11][N:12]([C:15]([O:17][C:18]([CH3:21])([CH3:19])[CH3:20])=[O:16])[CH2:13][CH2:14]2)[CH:7]=[C:2]([C:43]2[CH:44]=[CH:45][C:40]([CH2:39][N:38]([CH3:55])[CH3:37])=[CH:41][CH:42]=2)[CH:3]=1)=[O:36] |f:2.3.4,5.6,^1:72,74,93,112|. Reported procedure: To a stirred solution of tert-butyl 4-((5-bromo-3-(((4,6-dimethyl-2-oxo-1,2-dihydropyridin-3-yl)methyl)carbamoyl)-2-methylphenyl)(methyl)amino)piperidin-1-carboxylate (1 equiv.) and N,N-dimethyl-1-(4-(4,4,5,5-tetramethyl-1,3,2-dioxaborolan-2-yl)phenyl)methanamine (1.2 equiv.) in dioxane/water mixture (5 mL+1 mL), Na2CO3 (3.6 equiv.) was added and solution purged with argon for 15 min. Then Pd(PPh3)4 (0.1 equiv.) was added and argon was purged again for 10 min. The reaction was heated at 100° C. ... Reactants: [Al+3], C1CCOC1, O=C(O)COc1ccc(Cl)cc1, [H-], [H-], [H-], [H-], [Li+]. The product is OCCOc1ccc(Cl)cc1. RXN SMILES: [Al+3:2].[CH2:19]1[O:20][CH2:21][CH2:22][CH2:23]1.[Cl:7][c:8]1[cH:9][cH:10][c:11]([O:12][CH2:13][C:14](=[O:15])[OH:16])[cH:17][cH:18]1.[H-:1].[H-:4].[H-:5].[H-:6].[Li+:3]>>[Cl:7][c:8]1[cH:9][cH:10][c:11]([O:12][CH2:13][CH2:14][OH:15])[cH:17][cH:18]1.